Dataset: the Open Reaction Database (ORD), a public repository of structured organic reaction records. Task: describe an organic reaction: reactants, conditions, products, and yield Starting materials: O=C(O)CCC(=O)c1ccc(Br)cc1, Cc1ccc(B(O)O)cc1, Cc1ccccc1, ClCCl, [Na+], [Na+], O=C([O-])[O-], c1ccc(P(c2ccccc2)(c2ccccc2)[Pd](P(c2ccccc2)(c2ccccc2)c2ccccc2)(P(c2ccccc2)(c2ccccc2)c2ccccc2)P(c2ccccc2)(c2ccccc2)c2ccccc2)cc1. Product: Cc1ccc(-c2ccc(C(=O)CCC(=O)O)cc2)cc1. RXN SMILES: [Br:11][c:12]1[cH:13][cH:14][c:15]([C:18]([CH2:19][CH2:20][C:21](=[O:22])[OH:23])=[O:24])[cH:16][cH:17]1.[CH3:1][c:2]1[cH:3][cH:4][c:5]([B:8]([OH:9])[OH:10])[cH:6][cH:7]1.[CH3:31][c:32]1[cH:33][cH:34][cH:35][cH:36][cH:37]1.[Cl:38][CH2:39][Cl:40].[Na+:25].[Na+:26].[O-:27][C:28](=[O:29])[O-:30].[cH:41]1[cH:42][cH:43][c:44]([P:45]([Pd:46]([P:47]([c:48]2[cH:49][cH:50][cH:51][cH:52][cH:53]2)([c:54]2[cH:55][cH:56][cH:57][cH:58][cH:59]2)[c:60]2[cH:61][cH:62][cH:63][cH:64][cH:65]2)([P:66]([c:67]2[cH:68][cH:69][cH:70][cH:71][cH:72]2)([c:73]2[cH:74][cH:75][cH:76][cH:77][cH:78]2)[c:79]2[cH:80][cH:81][cH:82][cH:83][cH:84]2)[P:85]([c:86]2[cH:87][cH:88][cH:89][cH:90][cH:91]2)([c:92]2[cH:93][cH:94][cH:95][cH:96][cH:97]2)[c:98]2[cH:99][cH:100][cH:101][cH:102][cH:103]2)([c:104]2[cH:105][cH:106][cH:107][cH:108][cH:109]2)[c:110]2[cH:111][cH:112][cH:113][cH:114][cH:115]2)[cH:116][cH:117]1>>[CH3:1][c:2]1[cH:3][cH:4][c:5](-[c:12]2[cH:13][cH:14][c:15]([C:18]([CH2:19][CH2:20][C:21](=[O:22])[OH:23])=[O:24])[cH:16][cH:17]2)[cH:6][cH:7]1.